From a dataset of the Open Reaction Database (ORD), a public repository of structured organic reaction records. describe an organic reaction: reactants, conditions, products, and yield The reactants are C(C1=CC=CC=C1)OC=1C=CC(=C2C=C(NC12)C(=O)OCC)C(F)(F)F (ethyl 7-benzyloxy-4-trifluoromethyl-2-indolecarboxylate), [H-].[Na+] (sodium hydride), CI (methyl iodide). Solvent: CN(C=O)C (dimethylformamide). Yields the product C(C1=CC=CC=C1)OC=1C=CC(=C2C=C(N(C12)C)C(=O)OCC)C(F)(F)F (Ethyl 7-benzyloxy-1-methyl-4-trifluoromethyl-2-indolecarboxylate). RXN SMILES: [CH2:1]([O:8][C:9]1[CH:10]=[CH:11][C:12]([C:23]([F:26])([F:25])[F:24])=[C:13]2[C:17]=1[NH:16][C:15]([C:18]([O:20][CH2:21][CH3:22])=[O:19])=[CH:14]2)[C:2]1[CH:7]=[CH:6][CH:5]=[CH:4][CH:3]=1.[H-].[Na+].[CH3:29]I>CN(C)C=O>[CH2:1]([O:8][C:9]1[CH:10]=[CH:11][C:12]([C:23]([F:26])([F:25])[F:24])=[C:13]2[C:17]=1[N:16]([CH3:29])[C:15]([C:18]([O:20][CH2:21][CH3:22])=[O:19])=[CH:14]2)[C:2]1[CH:3]=[CH:4][CH:5]=[CH:6][CH:7]=1 |f:1.2|. Procedure details: The reaction was carried out in a manner similar to Reference Example 18 a) except for using 8.00 g (22.0 mmol) of ethyl 7-benzyloxy-4-trifluoromethyl-2-indolecarboxylate, 0.88 g (22.0 mmol) of 60% sodium hydride, 6.25 g (44.0 mmol) of methyl iodide and 150 ml of dimethylformamide. Ethyl 7-benzyloxy-1-methyl-4-trifluoromethyl-2-indolecarboxylate was thus obtained in the yield of 7.40 g (89.1%). Reactants: resultant mixture, C(C)(C)(C)OC(=O)N[C@@H](CC1=CC=CC=C1)C(=O)O (N-tert-butoxycarbonyl-L-phenylalanine), ON1N=NC2=C1C=CC=C2 (1-hydroxybenzotriazole), Cl.C(C)N=C=NCCCN(C)C (1-ethyl-3-(3-dimethylaminopropyl)carbodiimide hydrochloride), C(C)(C)(C)C(=O)CN1C(C(CN(C2=C1C=C(C=C2)C)C2=CC=CC=C2)N)=O (1-tert-butylcarbonylmethyl-2-oxo-3-amino-5-phenyl-8-methyl-1,3,4,5-tetrahydro-2H-1,5-benzodiazepine), Ice water. Run in C(C)N(CC)CC (triethylamine), CN(C=O)C (N,N-dimethylformamide). Conditions: time 5 minute. The product is C(C)(C)(C)C(=O)CN1C(C(CN(C2=C1C=C(C=C2)C)C2=CC=CC=C2)NC([C@H](CC2=CC=CC=C2)NC(=O)OC(C)(C)C)=O)=O (1-tert-butylcarbonylmethyl-2-oxo-3-[(2S)-(2-tert-butoxycarbonylamino-3-phenylpropionyl)amino]-5-phenyl-8-methyl-1,3,4,5-tetrahydro-2H-1,5-benzodiazepine). Isolated yield 101.2%. Reaction SMILES: [C:1]([C:5]([CH2:7][N:8]1[C:14]2[CH:15]=[C:16]([CH3:19])[CH:17]=[CH:18][C:13]=2[N:12]([C:20]2[CH:25]=[CH:24][CH:23]=[CH:22][CH:21]=2)[CH2:11][CH:10]([NH2:26])[C:9]1=[O:27])=[O:6])([CH3:4])([CH3:3])[CH3:2].[C:28]([O:32][C:33]([NH:35][C@H:36]([C:44](O)=[O:45])[CH2:37][C:38]1[CH:43]=[CH:42][CH:41]=[CH:40][CH:39]=1)=[O:34])([CH3:31])([CH3:30])[CH3:29].ON1C2C=CC=CC=2N=N1.Cl.C(N=C=NCCCN(C)C)C>CN(C)C=O.C(N(CC)CC)C>[C:1]([C:5]([CH2:7][N:8]1[C:14]2[CH:15]=[C:16]([CH3:19])[CH:17]=[CH:18][C:13]=2[N:12]([C:20]2[CH:25]=[CH:24][CH:23]=[CH:22][CH:21]=2)[CH2:11][CH:10]([NH:26][C:44](=[O:45])[C@@H:36]([NH:35][C:33]([O:32][C:28]([CH3:30])([CH3:29])[CH3:31])=[O:34])[CH2:37][C:38]2[CH:43]=[CH:42][CH:41]=[CH:40][CH:39]=2)[C:9]1=[O:27])=[O:6])([CH3:4])([CH3:2])[CH3:3] |f:3.4|. Reported procedure: Under argon atmosphere, 1-tert-butylcarbonylmethyl-2-oxo-3-amino-5-phenyl-8-methyl-1,3,4,5-tetrahydro-2H-1,5-benzodiazepine (4.75 g) obtained from Step 2 of Example 95 was dissolved in anhydrous N,N-dimethylformamide (40 ml), N-tert-butoxycarbonyl-L-phenylalanine (3.80 g), 1-hydroxybenzotriazole (1.93 g), 1-ethyl-3-(3-dimethylaminopropyl)carbodiimide hydrochloride (2.74 g) and triethylamine (3.65 ml) were added under ice-cooling, the mixture was stirred for 5 minutes at same temperature, and sub... Starting materials: NC(=O)NC1=C(SC(=C1)C1=CC=C(C=C1)OCCN(C)C)C(=O)N (3-[(Aminocarbonyl)amino]-5-{4-[2-(dimethylamino)ethoxy]phenyl}-2-thiophenecarboxamide), ClCCCN(C)C (N-(3-chloropropyl)dimethylamine). Yields the product NC(=O)NC1=C(SC(=C1)C1=CC=C(C=C1)OCCCN(C)C)C(=O)N (3-[(Aminocarbonyl)amino]-5-{4-[3-(dimethylamino)propoxy]phenyl}-2-thiophenecarboxamide). RXN SMILES: [NH2:1][C:2]([NH:4][C:5]1[CH:9]=[C:8]([C:10]2[CH:15]=[CH:14][C:13]([O:16][CH2:17][CH2:18]N(C)C)=[CH:12][CH:11]=2)[S:7][C:6]=1[C:22]([NH2:24])=[O:23])=[O:3].ClCC[CH2:28][N:29]([CH3:31])[CH3:30]>>[NH2:1][C:2]([NH:4][C:5]1[CH:9]=[C:8]([C:10]2[CH:11]=[CH:12][C:13]([O:16][CH2:17][CH2:18][CH2:28][N:29]([CH3:31])[CH3:30])=[CH:14][CH:15]=2)[S:7][C:6]=1[C:22]([NH2:24])=[O:23])=[O:3]. Procedure: Prepared by the method of Example 9(b) using the product of Example 10 (a) and N-(3-chloropropyl)dimethylamine. Reactants: CCN1CCNCC1, Cc1cc2c(F)c(Oc3ncnc4[nH]c(-c5ccc(C(=O)O)cc5)cc34)ccc2[nH]1, [Li], CN(C)C=O. The product is CCN1CCN(C(=O)c2ccc(-c3cc4c(Oc5ccc6[nH]c(C)cc6c5F)ncnc4[nH]3)cc2)CC1. RXN SMILES: [CH2:32]([CH3:33])[N:34]1[CH2:35][CH2:36][NH:37][CH2:38][CH2:39]1.[F:2][c:3]1[c:4]2[cH:5][c:6]([CH3:31])[nH:7][c:8]2[cH:9][cH:10][c:11]1[O:12][c:13]1[c:14]2[c:15]([n:16][cH:17][n:18]1)[nH:19][c:20](-[c:22]1[cH:23][cH:24][c:25]([C:26](=[O:27])[OH:28])[cH:29][cH:30]1)[cH:21]2.[Li:1].[O:40]=[CH:41][N:42]([CH3:43])[CH3:44]>>[F:2][c:3]1[c:4]2[cH:5][c:6]([CH3:31])[nH:7][c:8]2[cH:9][cH:10][c:11]1[O:12][c:13]1[c:14]2[c:15]([n:16][cH:17][n:18]1)[nH:19][c:20](-[c:22]1[cH:23][cH:24][c:25]([C:26](=[O:28])[N:37]3[CH2:36][CH2:35][N:34]([CH2:32][CH3:33])[CH2:39][CH2:38]3)[cH:29][cH:30]1)[cH:21]2. The reactants are FC1=C(C#N)C(=CC=C1)I (2-Fluoro-6-iodobenzonitrile), C(O)(O)=O.NC(=N)N (guanidine carbonate). The solvent is CC(=O)N(C)C (dimethylacetamide). Reaction conditions: temperature 165 celsius. The product is IC1=C2C(=NC(=NC2=CC=C1)N)N (5-iodoquinazoline-2,4-diamine). Yield: 19.5%. As a reaction SMILES: F[C:2]1[CH:9]=[CH:8][CH:7]=[C:6]([I:10])[C:3]=1[C:4]#[N:5].C(=O)(O)O.[NH2:15][C:16]([NH2:18])=[NH:17]>CC(N(C)C)=O>[I:10][C:6]1[CH:7]=[CH:8][CH:9]=[C:2]2[C:3]=1[C:4]([NH2:5])=[N:17][C:16]([NH2:18])=[N:15]2 |f:1.2|. Procedure details: 2-Fluoro-6-iodobenzonitrile (700 mg; 2.83 mmol) is dissolved in dimethylacetamide (5 mL) with guanidine carbonate (766 mg; 4.25 mmol). The vessel is purged with N2, sealed, and heated to 165° C. for 5 hours. After cooling to room temperature, the reaction mixture is placed in the freezer overnight. The precipitate which has formed is removed by filtration and purified by recrystallization from 50% EtOH/water. The resulting solids are filtered and dried at room temperature to yield 158 mg of 5-io... Reactants: CCO, CN1CCC2=CC(=O)CCC2C1. The product is CN1CCC2CC(=O)CCC2C1. Reaction SMILES: [CH3:13][CH2:14][OH:15].[CH3:1][N:2]1[CH2:3][CH:4]2[CH2:5][CH2:6][C:7](=[O:12])[CH:8]=[C:9]2[CH2:10][CH2:11]1>>[CH3:1][N:2]1[CH2:3][CH:4]2[CH2:5][CH2:6][C:7](=[O:12])[CH2:8][CH:9]2[CH2:10][CH2:11]1. Reactants: CC(C)(C)[Si](Cl)(c1ccccc1)c1ccccc1, ClCCl, O=C1OCCC1O, c1c[nH]cn1. The product is CC(C)(C)[Si](OC1CCOC1=O)(c1ccccc1)c1ccccc1. Reaction SMILES: [C:13]([CH3:14])([CH3:15])([CH3:16])[Si:17]([c:18]1[cH:19][cH:20][cH:21][cH:22][cH:23]1)([c:24]1[cH:25][cH:26][cH:27][cH:28][cH:29]1)[Cl:30].[Cl:31][CH2:32][Cl:33].[OH:1][CH:2]1[C:3](=[O:7])[O:4][CH2:5][CH2:6]1.[nH:8]1[cH:9][cH:10][n:11][cH:12]1>>[O:1]([CH:2]1[C:3](=[O:7])[O:4][CH2:5][CH2:6]1)[Si:17]([C:13]([CH3:14])([CH3:15])[CH3:16])([c:18]1[cH:19][cH:20][cH:21][cH:22][cH:23]1)[c:24]1[cH:25][cH:26][cH:27][cH:28][cH:29]1. The reactants are C(C)(C)(C)C=1C=C(C=C(C1O)C1=CC=C(C=C1)C)C(=O)OC (methyl 5-tert-butyl-6-hydroxy-4′-methyl-3-biphenylcarboxylate), C(C(C)C)Br (isobutyl bromide). The product is C(C)(C)(C)C=1C=C(C=C(C1OCC(C)C)C1=CC=C(C=C1)C)C(=O)OC (Methyl 5-tert-butyl-6-isobutoxy-4′-methyl-3-biphenylcarboxylate). Isolated yield 95.0%. Reaction SMILES: [C:1]([C:5]1[CH:6]=[C:7]([C:19]([O:21][CH3:22])=[O:20])[CH:8]=[C:9]([C:12]2[CH:17]=[CH:16][C:15]([CH3:18])=[CH:14][CH:13]=2)[C:10]=1[OH:11])([CH3:4])([CH3:3])[CH3:2].[CH2:23](Br)[CH:24]([CH3:26])[CH3:25]>>[C:1]([C:5]1[CH:6]=[C:7]([C:19]([O:21][CH3:22])=[O:20])[CH:8]=[C:9]([C:12]2[CH:17]=[CH:16][C:15]([CH3:18])=[CH:14][CH:13]=2)[C:10]=1[O:11][CH2:23][CH:24]([CH3:26])[CH3:25])([CH3:4])([CH3:2])[CH3:3]. Procedure: In a manner similar to that of Example 1c, by reacting 1.57 g (5.3 mmol) of methyl 5-tert-butyl-6-hydroxy-4′-methyl-3-biphenylcarboxylate with 1.14 mL (10.5 mmol) of isobutyl bromide. A yellow oil is obtained (m=1.8 g; yield=95%). Starting materials: [H-].[Na+] (sodium hydride), solution, BrC1=C(SC=C1)C=1OC2=C(N1)C=C(C=C2)C(C(F)(F)F)(F)F (2-(3-bromothiophen-2-yl)-5-pentafluoroethylbenzoxazole), C(C)S (ethanethiol), CN1CCCC1=O (NMP), O (Water). Conditions: time 1 hour. Yields the product C(C)S(=O)(=O)C1=C(SC=C1)C=1OC2=C(N1)C=C(C=C2)C(C(F)(F)F)(F)F (2-(3-ethylsulfonylthiophen-2-yl)-5-pentafluoroethylbenzoxazole). Reaction SMILES: [H-].[Na+].Br[C:4]1[CH:8]=[CH:7][S:6][C:5]=1[C:9]1[O:10][C:11]2[CH:17]=[CH:16][C:15]([C:18]([F:24])([F:23])[C:19]([F:22])([F:21])[F:20])=[CH:14][C:12]=2[N:13]=1.[CH2:25]([SH:27])[CH3:26].[OH2:28].CN1C(=[O:35])CCC1>>[CH2:25]([S:27]([C:4]1[CH:8]=[CH:7][S:6][C:5]=1[C:9]1[O:10][C:11]2[CH:17]=[CH:16][C:15]([C:18]([F:24])([F:23])[C:19]([F:22])([F:21])[F:20])=[CH:14][C:12]=2[N:13]=1)(=[O:35])=[O:28])[CH3:26] |f:0.1|. Reported procedure: 0.06 g of sodium hydride (60%) was added to 5 ml of a solution of 0.53 g of 2-(3-bromothiophen-2-yl)-5-pentafluoroethylbenzoxazole and 0.1 ml of ethanethiol in NMP at 0° C., and the mixture was stirred at room temperature for 1 hour. Water was poured into the reaction mixture, and the mixture was extracted with ethyl acetate. The organic layer was washed with a 10% aqueous hydrochloric acid solution and a saturated aqueous salt solution, and dried over anhydrous sodium sulfate, then concentrated...